Dataset: the Open Reaction Database (ORD), a public repository of structured organic reaction records. Task: describe an organic reaction: reactants, conditions, products, and yield The reactants are S(C#N)C1=CC2=C(N=C(S2)NC(=O)NCCN2CCN(CC2)C)C=C1 (1-(6-thiocyanato-1,3-benzothiazol-2-yl)-3-[2-(4-methylpiperazin-1-yl)ethyl]urea), SCC(O)C(O)CS (DL-dithiothreitol). The reagents and catalysts are P(=O)(O)(O)[O-].[K+] (potassium dihydrogen phosphate). Yields the product CN1CCN(CC1)CCNC(=O)NC=1SC2=C(N1)C=CC(=C2)S (1-[2-(4-methylpiperazin-1-yl)ethyl]-3-(6-sulphanyl-1,3-benzothiazol-2-yl)urea). Isolated yield 40.7%. Reaction SMILES: [S:1]([C:4]1[CH:25]=[CH:24][C:7]2[N:8]=[C:9]([NH:11][C:12]([NH:14][CH2:15][CH2:16][N:17]3[CH2:22][CH2:21][N:20]([CH3:23])[CH2:19][CH2:18]3)=[O:13])[S:10][C:6]=2[CH:5]=1)C#N.SCC(C(CS)O)O>P([O-])(O)(O)=O.[K+]>[CH3:23][N:20]1[CH2:19][CH2:18][N:17]([CH2:16][CH2:15][NH:14][C:12]([NH:11][C:9]2[S:10][C:6]3[CH:5]=[C:4]([SH:1])[CH:25]=[CH:24][C:7]=3[N:8]=2)=[O:13])[CH2:22][CH2:21]1 |f:2.3|. Procedure: The 1-[2-(4-methylpiperazin-1-yl)ethyl]-3-(6-sulphanyl-1,3-benzothiazol-2-yl)urea was prepared according to the method described in Example 1b, but using 1 g of 1-(6-thiocyanato-1,3-benzothiazol-2-yl)-3-[2-(4-methylpiperazin-1-yl)ethyl]urea, 14 mg of potassium dihydrogen phosphate and 1.16 g of DL-dithiothreitol. 380 mg of 1-[2-(4-methylpiperazin-1-yl)ethyl]-3-(6-sulphanyl-1,3-benzothiazol-2-yl)urea are thus obtained in the form of a white solid, the characteristics of which are as follows: Reactants: C[Si](C)(C)C=[N+]=[N-], CO, CC(C)OC(C)C, CC(=O)Nc1cccc(-n2nc(C(=O)O)c(=O)n(Cc3ccc(Cl)cc3)c2=O)c1, [Na+], O=C([O-])O. The product is COC(=O)c1nn(-c2cccc(NC(C)=O)c2)c(=O)n(Cc2ccc(Cl)cc2)c1=O. Reaction SMILES: [CH3:30][Si:31]([CH:32]=[N+:33]=[N-:34])([CH3:35])[CH3:36].[CH3:44][OH:45].[CH:37]([O:38][CH:39]([CH3:40])[CH3:41])([CH3:42])[CH3:43].[Cl:1][c:2]1[cH:3][cH:4][c:5]([CH2:6][n:7]2[c:8](=[O:27])[n:9](-[c:17]3[cH:18][c:19]([NH:23][C:24]([CH3:25])=[O:26])[cH:20][cH:21][cH:22]3)[n:10][c:11]([C:14](=[O:15])[OH:16])[c:12]2=[O:13])[cH:28][cH:29]1.[Na+:50].[O-:46][C:47]([OH:48])=[O:49]>>[Cl:1][c:2]1[cH:3][cH:4][c:5]([CH2:6][n:7]2[c:8](=[O:27])[n:9](-[c:17]3[cH:18][c:19]([NH:23][C:24]([CH3:25])=[O:26])[cH:20][cH:21][cH:22]3)[n:10][c:11]([C:14](=[O:15])[O:16][CH3:30])[c:12]2=[O:13])[cH:28][cH:29]1. Starting materials: BrC1=C2CCNC(C2=C(C(=C1)OC(C)C)Cl)=O (5-bromo-8-chloro-7-(propan-2-yloxy)-3,4-dihydroisoquinolin-1(2H)-one), C[Si](C)(C)[N-][Si](C)(C)C.[K+] (KHMDS), C(C1=CC=CC=C1)OC1=NC(=CC(=C1CCl)C)C (2-(benzyloxy)-3-(chloromethyl)-4,6-dimethylpyridine). The solvent is O1CCOCC1 (1,4-dioxane). Reaction conditions: time 30 minute. Yields the product C(C1=CC=CC=C1)OC1=NC(=CC(=C1CN1C(C2=C(C(=CC(=C2CC1)Br)OC(C)C)Cl)=O)C)C (2-{[2-(benzyloxy)-4,6-dimethylpyridin-3-yl]methyl}-5-bromo-8-chloro-7-(propan-2-yloxy)-3,4-dihydroisoquinolin-1(2H)-one). Yield: 43.6%. Reaction SMILES: [Br:1][C:2]1[CH:11]=[C:10]([O:12][CH:13]([CH3:15])[CH3:14])[C:9]([Cl:16])=[C:8]2[C:3]=1[CH2:4][CH2:5][NH:6][C:7]2=[O:17].C[Si]([N-][Si](C)(C)C)(C)C.[K+].[CH2:28]([O:35][C:36]1[C:41]([CH2:42]Cl)=[C:40]([CH3:44])[CH:39]=[C:38]([CH3:45])[N:37]=1)[C:29]1[CH:34]=[CH:33][CH:32]=[CH:31][CH:30]=1>O1CCOCC1>[CH2:28]([O:35][C:36]1[C:41]([CH2:42][N:6]2[CH2:5][CH2:4][C:3]3[C:8](=[C:9]([Cl:16])[C:10]([O:12][CH:13]([CH3:15])[CH3:14])=[CH:11][C:2]=3[Br:1])[C:7]2=[O:17])=[C:40]([CH3:44])[CH:39]=[C:38]([CH3:45])[N:37]=1)[C:29]1[CH:34]=[CH:33][CH:32]=[CH:31][CH:30]=1 |f:1.2|. Procedure: To a solution of 5-bromo-8-chloro-7-(propan-2-yloxy)-3,4-dihydroisoquinolin-1(2H)-one (77d, 188 mg, 0.590 mmol) in anhydrous 1,4-dioxane (10 mL) was added KHMDS (2.00 mL, 2.00 mmol). Upon addition, a dark red paste was formed. After stirring at room temperature for 30 minutes, 2-(benzyloxy)-3-(chloromethyl)-4,6-dimethylpyridine (Cpd Z, 170 mg, 0.649 mmol) was added. The resulting reaction mixture was stirred at 100° C. for 5 hours. After cooling to room temperature, the reaction mixture was quen... As a reaction SMILES: [CH3:1][N:2]([CH2:3][CH:4]([CH2:5][C:6](=[O:7])[O:8][CH2:9][c:10]1[cH:11][cH:12][cH:13][cH:14][cH:15]1)[NH:16][S:17](=[O:18])(=[O:19])[c:20]1[s:21][c:22]([C:25]#[C:26][c:27]2[cH:28][cH:29][cH:30][cH:31][cH:32]2)[cH:23][cH:24]1)[CH3:33].[CH3:34][I:35]>>[CH3:1][N+:2]([CH2:3][CH:4]([CH2:5][C:6](=[O:7])[O:8][CH2:9][c:10]1[cH:11][cH:12][cH:13][cH:14][cH:15]1)[NH:16][S:17](=[O:18])(=[O:19])[c:20]1[s:21][c:22]([C:25]#[C:26][c:27]2[cH:28][cH:29][cH:30][cH:31][cH:32]2)[cH:23][cH:24]1)([CH3:33])[CH3:34].[I-:35]. Yields the product C[N+](C)(C)CC(CC(=O)OCc1ccccc1)NS(=O)(=O)c1ccc(C#Cc2ccccc2)s1, [I-]. Reactants: CN(C)CC(CC(=O)OCc1ccccc1)NS(=O)(=O)c1ccc(C#Cc2ccccc2)s1, CI. Starting materials: C(\C(\C)=C/C)(=O)OC (methyl angelate), CC(CCO)=C (3-methyl-3-butenyl alcohol), C(CCCCCCCCCCC)(=O)[O-].C(CCCCCCC)[Sn+2]CCCCCCCC.C(CCCCCCCCCCC)(=O)[O-] (dioctyltin laurate). Solvent: C1(=CC=CC=C1)C (toluene). Product: C(\C(\C)=C/C)(=O)OCCC(=C)C (3-methyl-3-butenyl Angelate). RXN SMILES: [C:1]([O:7][CH3:8])(=[O:6])/[C:2](=[CH:4]\[CH3:5])/[CH3:3].[CH3:9][C:10](=[CH2:14])[CH2:11]CO.C([O-])(=O)CCCCCCCCCCC.C([Sn+2]CCCCCCCC)CCCCCCC.C([O-])(=O)CCCCCCCCCCC>C1(C)C=CC=CC=1>[C:1]([O:7][CH2:8][CH2:11][C:10]([CH3:14])=[CH2:9])(=[O:6])/[C:2](=[CH:4]\[CH3:5])/[CH3:3] |f:2.3.4|. Procedure details: A mixture of 20.0 g. of methyl angelate, 22.65 g. of 3-methyl-3-butenyl alcohol, 100 ml. of toluene and 0.8 g. of dioctyltin laurate was reacted under the same conditions as in Example 6. The reaction mixture was subjected to single distillation to obtain 39.5 g. of a distillate boiling at 104° C. (32 mmHg). Reactants: C(C1=CC=CC=C1)OC1=C(C=CC=C1)C1=CC(CC1)=O (3-(2-benzyloxy-phenyl)-2-cyclopenten-1-one). The solvent is Br (HBr). The product is OC1=C(C=CC=C1)C1=CC(CC1)=O (3-(2-hydroxyphenyl)-2-cyclopenten-1-one). RXN SMILES: C([O:8][C:9]1[CH:14]=[CH:13][CH:12]=[CH:11][C:10]=1[C:15]1[CH2:19][CH2:18][C:17](=[O:20])[CH:16]=1)C1C=CC=CC=1>Br>[OH:8][C:9]1[CH:14]=[CH:13][CH:12]=[CH:11][C:10]=1[C:15]1[CH2:19][CH2:18][C:17](=[O:20])[CH:16]=1. Reported procedure: 8.0 g 3-(2-benzyloxy-phenyl)-2-cyclopenten-1-one are stirred in 80 ml of 20% HBr/glacial acetic acid for 1 hour at room temperature. After evaporation of the glacial acetic acid, the residue is dissolved in methylene chloride and neutralized by shaking with a sodium-hydrogen-carbonate solution. After recrystallization from diisopropyl ether/diethyl ether, 3.7 g of 3-(2-hydroxyphenol)-2-cyclopenten-1-one are obtained with a melting point of 162°-165° C. Starting materials: CC(=O)OCC1=C2C=CC=CC2=C(C3=CC=CC=C31)COC(=O)C (acetic), NC1=CC(=NC=C1)C(=O)OC (methyl 4-amino-2-pyridinecarboxylate). The solvent is C(=O)O (formic acid). Run at temperature 50 celsius, time 30 minute. Product: C(=O)NC1=CC(=NC=C1)C(=O)OC (methyl 4-formamido-2-pyridinecarboxylate). Reaction SMILES: C[C:2](OCC1C2C(=CC=CC=2)C(COC(C)=O)=C2C=1C=CC=C2)=[O:3].[NH2:25][C:26]1[CH:31]=[CH:30][N:29]=[C:28]([C:32]([O:34][CH3:35])=[O:33])[CH:27]=1>C(O)=O>[CH:2]([NH:25][C:26]1[CH:31]=[CH:30][N:29]=[C:28]([C:32]([O:34][CH3:35])=[O:33])[CH:27]=1)=[O:3]. Reported procedure: A mixture of formic acid (20 g.) and acetic anhyride (41.3 g.) was stirred for 30 minutes at 50° C. and thereto was added methyl 4-amino-2-pyridinecarboxylate (11 g.) at ambient temperature, and then the mixture was stirred for 2 hours at 70°-75° C. After the removal of the solvent from the reaction mixture, the residue was recrystallized from ethanol (160 ml.) to give a pale yellow powder of methyl 4-formamido-2-pyridinecarboxylate (8.3 g.), mp. 185° to 186.5° C.